This data is from the Open Reaction Database (ORD), a public repository of structured organic reaction records. The task is: describe an organic reaction: reactants, conditions, products, and yield The product is COC(=O)c1cc(OC2CCOc3cc(F)cc(F)c32)c2nc(C)n(C)c2c1. The reactants are Fc1cc(F)c2c(c1)OCCC2Cl, COC(=O)c1cc(O)c2nc(C)n(C)c2c1. RXN SMILES: [Cl:17][CH:18]1[CH2:19][CH2:20][O:21][c:22]2[cH:23][c:24]([F:29])[cH:25][c:26]([F:28])[c:27]21.[OH:1][c:2]1[cH:3][c:4]([C:13](=[O:14])[O:15][CH3:16])[cH:5][c:6]2[n:7]([CH3:12])[c:8]([CH3:11])[n:9][c:10]12>>[O:1]([c:2]1[cH:3][c:4]([C:13](=[O:14])[O:15][CH3:16])[cH:5][c:6]2[n:7]([CH3:12])[c:8]([CH3:11])[n:9][c:10]12)[CH:18]1[CH2:19][CH2:20][O:21][c:22]2[cH:23][c:24]([F:29])[cH:25][c:26]([F:28])[c:27]21. The reactants are C(C1=CC=CC=C1)OC=1C=C(C=CC1OC)C(C(=O)O)OCC ((RS)-(3-benzyloxy-4-methoxy-phenyl)-ethoxy-acetic acid). The reagents and catalysts are [Pd] (Pd/C). Solvent: C(C)O (ethanol). Reaction conditions: time 17 hour. Yields the product C(C)OC(C(=O)O)C1=CC(=C(C=C1)OC)O ((RS)-ethoxy-(3-hydroxy-4-methoxy-phenyl)-acetic acid). Isolated yield 43.6%. As a reaction SMILES: C([O:8][C:9]1[CH:10]=[C:11]([CH:17]([O:21][CH2:22][CH3:23])[C:18]([OH:20])=[O:19])[CH:12]=[CH:13][C:14]=1[O:15][CH3:16])C1C=CC=CC=1>C(O)C.[Pd]>[CH2:22]([O:21][CH:17]([C:11]1[CH:12]=[CH:13][C:14]([O:15][CH3:16])=[C:9]([OH:8])[CH:10]=1)[C:18]([OH:20])=[O:19])[CH3:23]. Procedure: To a stirred solution of (RS)-(3-benzyloxy-4-methoxy-phenyl)-ethoxy-acetic acid (0.801 g) at rt in ethanol was added 10% Pd/C (0.1 g). The mixture was then stirred at rt under a hydrogen atmosphere for 17 h. The catalyst was filtered off and washed with dichloromethane. The filtrate was concentrated (rotavapor). The residue was purified by chromatography to give (RS)-ethoxy-(3-hydroxy-4-methoxy-phenyl)-acetic acid (0.250 g) as a light yellow gum. The reactants are CO, Cc1ccncc1-c1cc(N2CC3COCCN3CC2CO[Si](C)(C)C(C)(C)C)ncc1N(C)C(=O)C(C)(C)c1cc(C(F)(F)F)cc(C(F)(F)F)c1. Yields the product Cc1ccncc1-c1cc(N2CC3COCCN3CC2CO)ncc1N(C)C(=O)C(C)(C)c1cc(C(F)(F)F)cc(C(F)(F)F)c1. Reaction SMILES: [CH3:54][OH:55].[F:1][C:2]([c:3]1[cH:4][c:5]([C:13]([C:14](=[O:15])[N:16]([CH3:17])[c:18]2[cH:19][n:20][c:21]([N:31]3[CH2:32][CH:33]4[CH2:34][O:35][CH2:36][CH2:37][N:38]4[CH2:39][CH:40]3[CH2:41][O:42][Si:43]([C:44]([CH3:45])([CH3:46])[CH3:47])([CH3:48])[CH3:49])[cH:22][c:23]2-[c:24]2[cH:25][n:26][cH:27][cH:28][c:29]2[CH3:30])([CH3:50])[CH3:51])[cH:6][c:7]([C:9]([F:10])([F:11])[F:12])[cH:8]1)([F:52])[F:53]>>[F:1][C:2]([c:3]1[cH:4][c:5]([C:13]([C:14](=[O:15])[N:16]([CH3:17])[c:18]2[cH:19][n:20][c:21]([N:31]3[CH2:32][CH:33]4[CH2:34][O:35][CH2:36][CH2:37][N:38]4[CH2:39][CH:40]3[CH2:41][OH:42])[cH:22][c:23]2-[c:24]2[cH:25][n:26][cH:27][cH:28][c:29]2[CH3:30])([CH3:50])[CH3:51])[cH:6][c:7]([C:9]([F:10])([F:11])[F:12])[cH:8]1)([F:52])[F:53]. The reactants are O=C(n1ccnc1)n1ccnc1, CC1(N)COC1, O=C(O)c1ccc(OCc2c(-c3ccc(F)cc3)noc2CO)nc1, CN(C)C=O. Yields the product CC1(NC(=O)c2ccc(OCc3c(-c4ccc(F)cc4)noc3CO)nc2)COC1. Reaction SMILES: [C:26]([n:27]1[cH:28][cH:29][n:30][cH:31]1)([n:32]1[cH:33][cH:34][n:35][cH:36]1)=[O:37].[CH3:38][C:39]1([NH2:43])[CH2:40][O:41][CH2:42]1.[F:1][c:2]1[cH:3][cH:4][c:5](-[c:8]2[n:9][o:10][c:11]([CH2:24][OH:25])[c:12]2[CH2:13][O:14][c:15]2[n:16][cH:17][c:18]([C:19](=[O:20])[OH:21])[cH:22][cH:23]2)[cH:6][cH:7]1.[O:44]=[CH:45][N:46]([CH3:47])[CH3:48]>>[F:1][c:2]1[cH:3][cH:4][c:5](-[c:8]2[n:9][o:10][c:11]([CH2:24][OH:25])[c:12]2[CH2:13][O:14][c:15]2[n:16][cH:17][c:18]([C:19](=[O:21])[NH:43][C:39]3([CH3:38])[CH2:40][O:41][CH2:42]3)[cH:22][cH:23]2)[cH:6][cH:7]1. Reactants: ClC1=CNC2=CC=CC(=C12)CCCC1=C(OCC(CN(C(C(F)(F)F)=O)CCC)O)C=CC=C1 (N-[3-[2-[3-(3-chloro-1H-indol-4-yl)-propyl]-phenoxy]-2-hydroxypropyl]-N-propyl-trifluoroacetamide), Cl (hydrochloric acid), [OH-].[Na+] (sodium hydroxide). Solvent: O (water). Product: OC(COC1=C(C=CC=C1)CCCC1=C2CC(NC2=CC=C1)=O)CNCCC (1,3-dihydro-4-[3-[2-[2-hydroxy-3-propylamino-propoxy]-phenyl]-propyl]-2H-indol-2-one). RXN SMILES: Cl[C:2]1[C:10]2[C:5](=[CH:6][CH:7]=[CH:8][C:9]=2[CH2:11][CH2:12][CH2:13][C:14]2[CH:34]=[CH:33][CH:32]=[CH:31][C:15]=2[O:16][CH2:17][CH:18]([OH:30])[CH2:19][N:20]([CH2:27][CH2:28][CH3:29])C(=O)C(F)(F)F)[NH:4][CH:3]=1.Cl.[OH-:36].[Na+]>O>[OH:30][CH:18]([CH2:19][NH:20][CH2:27][CH2:28][CH3:29])[CH2:17][O:16][C:15]1[CH:31]=[CH:32][CH:33]=[CH:34][C:14]=1[CH2:13][CH2:12][CH2:11][C:9]1[CH:8]=[CH:7][CH:6]=[C:5]2[C:10]=1[CH2:2][C:3](=[O:36])[NH:4]2 |f:2.3|. Procedure details: A mixture of 4.66 g of the product of Step B and 260 ml of N hydrochloric acid was refluxed under an inert atmosphere for 3 hours and was diluted with water. The mixture was made alkaline by sodium hydroxide addition and was extracted with ethyl acetate. The organic was washed with water, dried and evaporated to dryness. The residue was triturated with ether and dried at 100° C. under reduced pressure to obtain 2.19 g of 1,3-dihydro-4-[3-[2-[2-hydroxy-3-propylamino-propoxy]-phenyl]-propyl]-2H-in... The product is BrC1=CC=C(C=C1)N1N=C(CC1C1=CC=CC=C1)C (1-(4-bromophenyl)-3-methyl-5-phenyl-4,5-dihydro-1H-pyrazole). Run in CO (methanol). Reaction SMILES: [C:1]([CH2:9][C:10]([CH3:12])=O)(=O)[C:2]1[CH:7]=[CH:6][CH:5]=[CH:4][CH:3]=1.C(N(CC)C(C)C)(C)C.Cl.[Br:23][C:24]1[CH:29]=[CH:28][C:27]([NH:30][NH2:31])=[CH:26][CH:25]=1>CO>[Br:23][C:24]1[CH:29]=[CH:28][C:27]([N:30]2[CH:1]([C:2]3[CH:7]=[CH:6][CH:5]=[CH:4][CH:3]=3)[CH2:9][C:10]([CH3:12])=[N:31]2)=[CH:26][CH:25]=1 |f:2.3|. Conditions: time 20 hour. Procedure details: To a solution of 1-benzoylacetone (3.63 g, 0.0224 mol) and N,N-diisopropylethylamine (2.88 g, 0.0224 mol) in anhydrous methanol (160 mL), 4-bromophenylhydrazine hydrochloride was added and the resulting mixture was stirred at ambient temperature for 20 hours. The solvent was removed under reduced pressure and the resulting mixture was partitioned between a 5% solution of citric acid solution in water (200 mL) and ethyl acetate (150 mL). The organic phase was successively washed with water (2×200... The reactants are C(C1=CC=CC=C1)(=O)CC(=O)C (1-benzoylacetone), C(C)(C)N(C(C)C)CC (N,N-diisopropylethylamine), Cl.BrC1=CC=C(C=C1)NN (4-bromophenylhydrazine hydrochloride). Starting materials: SC1=NC2=C(N1)C=CC=C2 (2-Mercapto-1 H-benzimidazole), Cl.ClCC1=NC=CC(=C1OC)SCCCCl (2-chloromethyl-4-(3-chloropropylthio)-3-methoxypyridine hydrochloride). Run in C(C)(C)O (isopropanol), O (water). Product: Cl.Cl.ClCCCSC1=C(C(=NC=C1)CSC1=NC2=C(N1)C=CC=C2)OC (2-{[[4-(3-Chloropropylthio)-3-methoxy-2-pyridin-yl]methyl]thio}-1 H-benzimidazole dihydrochloride). Yield: 67.0%. Reaction SMILES: [SH:1][C:2]1[NH:6][C:5]2[CH:7]=[CH:8][CH:9]=[CH:10][C:4]=2[N:3]=1.[ClH:11].[Cl:12][CH2:13][C:14]1[C:19]([O:20][CH3:21])=[C:18]([S:22][CH2:23][CH2:24][CH2:25][Cl:26])[CH:17]=[CH:16][N:15]=1>C(O)(C)C.O>[ClH:12].[ClH:11].[Cl:26][CH2:25][CH2:24][CH2:23][S:22][C:18]1[CH:17]=[CH:16][N:15]=[C:14]([CH2:13][S:1][C:2]2[NH:6][C:5]3[CH:7]=[CH:8][CH:9]=[CH:10][C:4]=3[N:3]=2)[C:19]=1[O:20][CH3:21] |f:1.2,5.6.7|. Procedure: 2-Mercapto-1 H-benzimidazole (10 g) and 2-chloromethyl-4-(3-chloropropylthio)-3-methoxypyridine hydrochloride (1 equivalent) are stirred at 80° C. for 5 h in 150 ml of isopropanol and 15 ml of water, the mixture is cooled, and precipitated solid is filtered off and recrystallized from isopropanol/water. The title compound is obtained as a light brown powder; m.p. 117°-119° C. (dec.); yield: 67% of theory.